Dataset: the Open Reaction Database (ORD), a public repository of structured organic reaction records. Task: describe an organic reaction: reactants, conditions, products, and yield Reactants: C(C#C)N (propargylamine), N1=CC=CC=C1 (pyridine), ClC=1C=C(C=CC1)S(=O)(=O)Cl (m-chlorobenzenesulfonyl chloride). The reagents and catalysts are CN(C1=CC=NC=C1)C (4-dimethylaminopyridine). The solvent is C(Cl)Cl (CH2Cl2), C(Cl)Cl (CH2Cl2). Conditions: temperature 4 celsius, time 12 hour. Yields the product C(C#C)C1=C(C=CC=C1Cl)S(=O)(=O)N (Propargyl m-chlorobenzenesulfonamide). Reaction SMILES: [CH2:1](N)[C:2]#[CH:3].[N:5]1C=CC=CC=1.[Cl:11][C:12]1[CH:13]=[C:14]([S:18](Cl)(=[O:20])=[O:19])[CH:15]=[CH:16][CH:17]=1>C(Cl)Cl.CN(C)C1C=CN=CC=1>[CH2:3]([C:13]1[C:12]([Cl:11])=[CH:17][CH:16]=[CH:15][C:14]=1[S:18]([NH2:5])(=[O:20])=[O:19])[C:2]#[CH:1]. Reported procedure: To a stirred solution of propargylamine (0.78 ml, 12.0 mmol) and pyridine (3.0 ml) in CH2Cl2 (30 ml), 4-dimethylaminopyridine (122 mg, 1.0 mmol) and a solution of m-chlorobenzenesulfonyl chloride (2.11 g, 10.0 mmol) in CH2Cl2 are added at 4° C. The reaction mixture is stirred for 30 min at 4° C. and for 12 h at room temperature. The reaction mixture is extracted with CH2Cl2 and aqueous 1 N HCl solution, the organic layer dried over MgSO4, the solvents evaporated and the solid residue suspended i... Starting materials: O=C1C=CC(=NN1CC=1C=C(C=CC1)C1=NC=C(C=N1)C(=O)OCC)C1=CC(=C(C(=C1)F)F)F (ethyl 2-{3-[6-oxo-3-(3,4,5-trifluorophenyl)-6H-pyridazin-1-ylmethyl]phenyl}pyrimidine-5-carboxylate), [OH-].[Li+] (lithium hydroxide). The solvent is C1CCOC1 (THF), O (water). The product is O=C1C=CC(=NN1CC=1C=C(C=CC1)C1=NC=C(C=N1)C(=O)O)C1=CC(=C(C(=C1)F)F)F (2-{3-[6-oxo-3-(3,4,5-trifluorophenyl)-6H-pyridazin-1-ylmethyl]phenyl}pyrimidine-5-carboxylic acid). RXN SMILES: [O:1]=[C:2]1[N:7]([CH2:8][C:9]2[CH:10]=[C:11]([C:15]3[N:20]=[CH:19][C:18]([C:21]([O:23]CC)=[O:22])=[CH:17][N:16]=3)[CH:12]=[CH:13][CH:14]=2)[N:6]=[C:5]([C:26]2[CH:31]=[C:30]([F:32])[C:29]([F:33])=[C:28]([F:34])[CH:27]=2)[CH:4]=[CH:3]1.[OH-].[Li+]>C1COCC1.O>[O:1]=[C:2]1[N:7]([CH2:8][C:9]2[CH:10]=[C:11]([C:15]3[N:20]=[CH:19][C:18]([C:21]([OH:23])=[O:22])=[CH:17][N:16]=3)[CH:12]=[CH:13][CH:14]=2)[N:6]=[C:5]([C:26]2[CH:27]=[C:28]([F:34])[C:29]([F:33])=[C:30]([F:32])[CH:31]=2)[CH:4]=[CH:3]1 |f:1.2|. Procedure details: 3.4 g (7.29 mmol) of ethyl 2-{3-[6-oxo-3-(3,4,5-trifluorophenyl)-6H-pyridazin-1-ylmethyl]phenyl}pyrimidine-5-carboxylate are dissolved in 300 ml of THF and 30 ml of water, and 713 mg (29.2 mmol) of lithium hydroxide are added. The reaction mixture is refluxed for 4 h and cooled to room temperature, and the organic solvent is removed by distillation in a rotary evaporator. 300 ml of water and 30 ml of THF are added to the residue, and conc. HCl is slowly added dropwise to this solution with stirr... Reactants: stannous chloride, CO[C@H]1[C@H](OCC2=C(C=C(C=C2)Cl)Cl)[C@H](OCC2=C(C=C(C=C2)Cl)Cl)[C@H](O1)COCC1=C(C=C(C=C1)Cl)Cl (1-O-methyl-2,3,5-tris-O-(2,4-dichlorobenzyl)-β-D-ribofuranose), Cl[Sn](Cl)(Cl)Cl (SnCl4). Solvent: C(Cl)Cl (CH2Cl2), C(Cl)Cl (CH2Cl2). Reaction conditions: time 27 hour. Yields the product CO[C@H]1[C@H](O)[C@H](OCC2=C(C=C(C=C2)Cl)Cl)[C@H](O1)COCC1=C(C=C(C=C1)Cl)Cl (1-O-methyl-3,5-bis-O-(2,4-dichlorobenzyl)-β-D-ribofuranose). RXN SMILES: [CH3:1][O:2][C@@H:3]1[O:27][C@H:26]([CH2:28][O:29][CH2:30][C:31]2[CH:36]=[CH:35][C:34]([Cl:37])=[CH:33][C:32]=2[Cl:38])[C@@H:15]([O:16][CH2:17][C:18]2[CH:23]=[CH:22][C:21]([Cl:24])=[CH:20][C:19]=2[Cl:25])[C@H:4]1[O:5]CC1C=CC(Cl)=CC=1Cl.Cl[Sn](Cl)(Cl)Cl>C(Cl)Cl>[CH3:1][O:2][C@@H:3]1[O:27][C@H:26]([CH2:28][O:29][CH2:30][C:31]2[CH:36]=[CH:35][C:34]([Cl:37])=[CH:33][C:32]=2[Cl:38])[C@@H:15]([O:16][CH2:17][C:18]2[CH:23]=[CH:22][C:21]([Cl:24])=[CH:20][C:19]=2[Cl:25])[C@H:4]1[OH:5]. Procedure: To a solution of the product of Step 1 (171.60 g, 0.2676 mol) in 1.8 L CH2Cl2 that was cooled to 0° C., was added dropwise a solution of stannous chloride (31.522 mL, 0.2676 mol) in 134 mL CH2Cl2 while stirring. After the solution was kept at 3° C. for 27 hours, another 5.031 ml of SnCl4 (0.04282 mol) was added and the solution was kept at 3° C. overnight. After 43 hours the reaction was quenched by carefully adding the solution to 1.9 L saturated NaHCO3 solution. Tin salts were removed via filt... Starting materials: OCC1=C(C=CC=C1)OC (1-hydroxymethyl-2-methoxy-benzene), P(Br)(Br)Br (PBr3), C(=O)([O-])[O-].[Na+].[Na+] (Na2CO3), CO (MeOH). Run in C(Cl)Cl (CH2Cl2). Conditions: time 1.5 hour. Yields the product BrCC1=C(C=CC=C1)OC (1-bromomethyl-2-methoxy-benzene). The yield is 137.2%. Reaction SMILES: O[CH2:2][C:3]1[CH:8]=[CH:7][CH:6]=[CH:5][C:4]=1[O:9][CH3:10].P(Br)(Br)[Br:12].CO.C([O-])([O-])=O.[Na+].[Na+]>C(Cl)Cl>[Br:12][CH2:2][C:3]1[CH:8]=[CH:7][CH:6]=[CH:5][C:4]=1[O:9][CH3:10] |f:3.4.5|. Procedure: To a solution of 1-hydroxymethyl-2-methoxy-benzene (28.7 g, 0.207 mol) in CH2Cl2 (574 mL) at 0° C. under nitrogen was added slowly PBr3 (13.66 mL, 0.145 mol). After stirring for an additional 1.5 hours, MeOH (13.66 mL) was added and stirred for 5 minutes. To this mixture was added dropwise 10% Na2CO3 (2 mL) solution and stirred for 5 minutes. The mixture was then washed with 10% Na2CO3 (50 mL, 2×) and brine (100 mL). It was dried over MgSO4, and filtered. The filtrate was removed under vacuum to... Yields the product Cc1oc(-c2ccccc2)nc1COc1ccc2c(-c3ccccc3)c(COc3nn(-c4ccccc4)cc3C(=O)O)oc2c1. As a reaction SMILES: [CH3:1][c:2]1[c:3]([CH2:13][O:14][c:15]2[cH:16][c:17]3[c:18]([c:19](-[c:40]4[cH:41][cH:42][cH:43][cH:44][cH:45]4)[c:20]([CH2:22][O:23][c:24]4[n:25][n:26](-[c:34]5[cH:35][cH:36][cH:37][cH:38][cH:39]5)[cH:27][c:28]4[C:29](=[O:30])[O:31][CH2:32][CH3:33])[o:21]3)[cH:46][cH:47]2)[n:4][c:5](-[c:7]2[cH:8][cH:9][cH:10][cH:11][cH:12]2)[o:6]1.[CH3:57][CH2:58][OH:59].[ClH:55].[Na+:54].[O:48]1[CH2:49][CH2:50][CH2:51][CH2:52]1.[OH-:53].[OH2:56]>>[CH3:1][c:2]1[c:3]([CH2:13][O:14][c:15]2[cH:16][c:17]3[c:18]([c:19](-[c:40]4[cH:41][cH:42][cH:43][cH:44][cH:45]4)[c:20]([CH2:22][O:23][c:24]4[n:25][n:26](-[c:34]5[cH:35][cH:36][cH:37][cH:38][cH:39]5)[cH:27][c:28]4[C:29](=[O:30])[OH:31])[o:21]3)[cH:46][cH:47]2)[n:4][c:5](-[c:7]2[cH:8][cH:9][cH:10][cH:11][cH:12]2)[o:6]1. Starting materials: CCOC(=O)c1cn(-c2ccccc2)nc1OCc1oc2cc(OCc3nc(-c4ccccc4)oc3C)ccc2c1-c1ccccc1, CCO, Cl, [Na+], C1CCOC1, [OH-], O. The reactants are FC=1C=[N+](C2=CC=CC=C2C1[N+](=O)[O-])[O-] (3-Fluoro-4-nitroquinoline-1-oxide), ( b ), BrC=1C=NC2=CC=C(C=C2C1)Cl (3-bromo-6-chloroquinoline), COC1=CC=C(C=C1)O (4-methoxyphenol), BrC(C(=O)OCC)C (ethyl 2-bromopropionate), ( c ). Yields the product ClC=1C=C2C=C(C=NC2=CC1)OC1=CC=C(OC(C(=O)OCC)C)C=C1 (Ethyl 2-{4-[(6-chloroquinolin-3-yl)oxy]phenoxy}propionate). As a reaction SMILES: Br[C:2]1[CH:3]=[N:4][C:5]2[C:10]([CH:11]=1)=[CH:9][C:8]([Cl:12])=[CH:7][CH:6]=2.C[O:14][C:15]1[CH:20]=[CH:19][C:18]([OH:21])=[CH:17][CH:16]=1.Br[CH:23]([CH3:29])[C:24]([O:26][CH2:27][CH3:28])=[O:25].FC1C=[N+]([O-])C2C(C=1[N+]([O-])=O)=CC=CC=2>>[Cl:12][C:8]1[CH:9]=[C:10]2[C:5](=[CH:6][CH:7]=1)[N:4]=[CH:3][C:2]([O:14][C:15]1[CH:20]=[CH:19][C:18]([O:21][CH:23]([CH3:29])[C:24]([O:26][CH2:27][CH3:28])=[O:25])=[CH:17][CH:16]=1)=[CH:11]2. Reported procedure: Ethyl 2-{4-[(6-chloroquinolin-3-yl)oxy]phenoxy}propionate (7) was prepared from 3-bromo-6-chloroquinoline, 4-methoxyphenol and ethyl 2-bromopropionate following essentially the same procedure as that described in Example 1 parts (a), (b) and (c). The product recrystallised from methanol as colourless crystals, mp 98° C.